From a dataset of the Open Reaction Database (ORD), a public repository of structured organic reaction records. describe an organic reaction: reactants, conditions, products, and yield Solvent: CO (methanol). The yield is 82.9%. Reactants: C(=O)C1=C(OCC(=O)OC)C=C(C=C1)C (methyl (2-formyl-5-methylphenoxy)acetate), [BH4-].[Na+] (sodium borohydride). Reaction SMILES: [CH:1]([C:3]1[CH:14]=[CH:13][C:12]([CH3:15])=[CH:11][C:4]=1[O:5][CH2:6][C:7]([O:9][CH3:10])=[O:8])=[O:2].[BH4-].[Na+]>CO.C[O-].[Na+]>[OH:2][CH2:1][C:3]1[CH:14]=[CH:13][C:12]([CH3:15])=[CH:11][C:4]=1[O:5][CH2:6][C:7]([O:9][CH3:10])=[O:8] |f:1.2,4.5|. Procedure: By the method of Example 1, Step I, 11.27 g (0.054 mole) of methyl (2-formyl-5-methylphenoxy)acetate was reacted with 0.54 g (0.014 mole) of sodium borohydride and 0.10 g (0.0018 mole) of sodium methoxide in 30 mL of methanol, yielding 9.41 g of methyl (2-hydroxymethyl-5-methylphenoxy)acetate as a yellow oil. The NMR spectrum was consistent with the proposed structure. Product: OCC1=C(OCC(=O)OC)C=C(C=C1)C (methyl (2-hydroxymethyl-5-methylphenoxy)acetate). The reagents and catalysts are C[O-].[Na+] (sodium methoxide). The reactants are O (H2O), Cl (HCl), FC1=C(C=CC=C1)CSC=1N=C(C2=C(N1)N=C(S2)OC)N[C@@H](CO)C (2-[[5-[[(2-fluorophenyl)methyl]thio]-2-methoxythiazolo[4,5-d]pyrimidin-7-yl]amino]-(2R)-1-propanol). Run in O1CCOCC1 (1,4-dioxane). Product: FC1=C(C=CC=C1)CSC=1N=C(C2=C(N1)NC(S2)=O)N[C@@H](CO)C (5-[[(2-flourophenyl)methyl]thio]-7-[[(1R)-2-hydroxy-1-methylethyl]amino]thiazolo[4,5-d]pyrimidin-2(3H)-one). RXN SMILES: [F:1][C:2]1[CH:7]=[CH:6][CH:5]=[CH:4][C:3]=1[CH2:8][S:9][C:10]1[N:11]=[C:12]([NH:21][C@H:22]([CH3:25])[CH2:23][OH:24])[C:13]2[S:18][C:17]([O:19]C)=[N:16][C:14]=2[N:15]=1.O.Cl>O1CCOCC1>[F:1][C:2]1[CH:7]=[CH:6][CH:5]=[CH:4][C:3]=1[CH2:8][S:9][C:10]1[N:11]=[C:12]([NH:21][C@H:22]([CH3:25])[CH2:23][OH:24])[C:13]2[S:18][C:17](=[O:19])[NH:16][C:14]=2[N:15]=1. Reported procedure: The product of example 32 step e) was dissolved in 1,4-dioxane (50 ml), H2O (1 ml) and concentrated HCl solution (0.5 ml) and stirred for 20 h at 40° C. The volatiles were removed under reduced pressure and the crude product purified by preparative HPLC to afford the subtitle compound as a white solid (21 mg). The reactants are CC(=O)O, C1CCOC1, CCc1nc2c(C)cc(C)nc2n1Cc1ccc(-c2ccccc2S(N)(=O)=O)cc1, CC1=N[SiH](C)[Si](C)(C)C(C)=C1C, [Na]. Yields the product CCc1nc2c(C)cc(C)nc2n1Cc1ccc(-c2ccccc2S(=O)(=O)NC#N)cc1. RXN SMILES: [C:44]([OH:45])(=[O:46])[CH3:47].[CH2:48]1[O:49][CH2:50][CH2:51][CH2:52]1.[CH3:1][c:2]1[cH:3][c:4]([CH3:30])[c:5]2[c:6]([n:7]1)[n:8]([CH2:13][c:14]1[cH:15][cH:16][c:17](-[c:20]3[c:21]([S:26](=[O:27])(=[O:28])[NH2:29])[cH:22][cH:23][cH:24][cH:25]3)[cH:18][cH:19]1)[c:9]([CH2:11][CH3:12])[n:10]2.[CH3:31][Si:32]1([CH3:33])[C:36]([CH3:37])=[C:38]([CH3:39])[C:35]([CH3:40])=[N:34][SiH:41]1[CH3:42].[Na:43]>>[CH3:1][c:2]1[cH:3][c:4]([CH3:30])[c:5]2[c:6]([n:7]1)[n:8]([CH2:13][c:14]1[cH:15][cH:16][c:17](-[c:20]3[c:21]([S:26](=[O:27])(=[O:28])[NH:29][C:35]#[N:34])[cH:22][cH:23][cH:24][cH:25]3)[cH:18][cH:19]1)[c:9]([CH2:11][CH3:12])[n:10]2. Starting materials: [Li]CCCC, COc1cccc(C#N)c1OC, C[Si](C)(C)N[Si](C)(C)C, CCCCCC, Cl. RXN SMILES: [CH2:10]([Li:11])[CH2:12][CH2:13][CH3:14].[CH3:15][O:16][c:17]1[c:18]([C:19]#[N:20])[cH:21][cH:22][cH:23][c:24]1[O:25][CH3:26].[CH3:1][Si:2]([NH:3][Si:6]([CH3:7])([CH3:8])[CH3:9])([CH3:4])[CH3:5].[CH3:28][CH2:29][CH2:30][CH2:31][CH2:32][CH3:33].[ClH:27]>>[NH2:3][C:19]([c:18]1[c:17]([O:16][CH3:15])[c:24]([O:25][CH3:26])[cH:23][cH:22][cH:21]1)=[NH:20]. Product: COc1cccc(C(=N)N)c1OC. Reactants: BrC=1SC(=CN1)C(=O)OC (methyl 2-bromo-1,3-thiazole-5-carboxylate), N1CC(CC1)O (3-pyrrolidinol), C1CCC2=NCCCN2CC1 (DBU). The solvent is O1CCOCC1 (dioxane), O (water). Reaction conditions: temperature 82.5 celsius. Product: OC1CN(CC1)C=1SC(=CN1)C(=O)OC (Methyl 2-(3-hydroxypyrrolidin-1-yl)-1,3-thiazole-5-carboxylate). RXN SMILES: Br[C:2]1[S:3][C:4]([C:7]([O:9][CH3:10])=[O:8])=[CH:5][N:6]=1.[NH:11]1[CH2:15][CH2:14][CH:13]([OH:16])[CH2:12]1.C1CCN2C(=NCCC2)CC1>O1CCOCC1.O>[OH:16][CH:13]1[CH2:14][CH2:15][N:11]([C:2]2[S:3][C:4]([C:7]([O:9][CH3:10])=[O:8])=[CH:5][N:6]=2)[CH2:12]1. Procedure: A mixture of methyl 2-bromo-1,3-thiazole-5-carboxylate (3 g, 13.5 mmol), 3-pyrrolidinol (1.3 g, 14.9 mmol) and DBU (4.1 mL, 27 mmol) in dioxane (50 mL) was heated at 80-85° C. overnight. After cooling, the mixture was diluted with water and extracted five times with EtOAc. The combined EtOAc extracts were washed with water, dried (Na2SO4) and concentrated to give the crude title compound as a light brown solid. 1H NMR (400 MHz, acetone-d6): δ 7.83 (s, 1H), 4.65 (m, 1 H), 4.33 (m, 1 H), 3.79 (s, ... The reactants are CCOC(=O)C(=O)Nc1cc(C)c(Oc2ccc(O)c(C(=O)N(C)C(C)C)c2)c(C)c1, CCO, ClCCl, [Mg+2], N, O=S(=O)([O-])[O-]. The product is Cc1cc(NC(=O)C(N)=O)cc(C)c1Oc1ccc(O)c(C(=O)N(C)C(C)C)c1. RXN SMILES: [CH2:1]([O:3][C:4](=[O:2])[C:5](=[O:6])[NH:7][c:8]1[cH:9][c:10]([CH3:30])[c:11]([O:15][c:16]2[cH:17][c:18]([C:23]([N:24]([CH3:25])[CH:26]([CH3:27])[CH3:28])=[O:29])[c:19]([OH:22])[cH:20][cH:21]2)[c:12]([CH3:14])[cH:13]1)[CH3:31].[CH3:39][CH2:40][OH:41].[Cl:42][CH2:43][Cl:44].[Mg+2:32].[NH3:38].[O-:33][S:34](=[O:35])(=[O:36])[O-:37]>>[O:3]=[C:4]([C:5](=[O:6])[NH:7][c:8]1[cH:9][c:10]([CH3:30])[c:11]([O:15][c:16]2[cH:17][c:18]([C:23]([N:24]([CH3:25])[CH:26]([CH3:27])[CH3:28])=[O:29])[c:19]([OH:22])[cH:20][cH:21]2)[c:12]([CH3:14])[cH:13]1)[NH2:38]. The reactants are COCc1cc(Br)c(C(=O)C2CCN(C(=O)OC(C)(C)C)CC2)s1, Cl, Cl, NO, c1ccncc1. Product: COCc1cc(Br)c(C(=NO)C2CCN(C(=O)OC(C)(C)C)CC2)s1. RXN SMILES: [C:4]([CH3:5])([CH3:6])([CH3:7])[O:8][C:9](=[O:10])[N:11]1[CH2:12][CH2:13][CH:14]([C:17](=[O:18])[c:19]2[s:20][c:21]([CH2:25][O:26][CH3:27])[cH:22][c:23]2[Br:24])[CH2:15][CH2:16]1.[ClH:1].[ClH:28].[NH2:2][OH:3].[cH:29]1[cH:30][cH:31][n:32][cH:33][cH:34]1>>[N:2]([OH:3])=[C:17]([CH:14]1[CH2:13][CH2:12][N:11]([C:9]([O:8][C:4]([CH3:5])([CH3:6])[CH3:7])=[O:10])[CH2:16][CH2:15]1)[c:19]1[s:20][c:21]([CH2:25][O:26][CH3:27])[cH:22][c:23]1[Br:24].